describe an organic reaction: reactants, conditions, products, and yield From a dataset of the Open Reaction Database (ORD), a public repository of structured organic reaction records. The reactants are Fc1cc2ncccc2cc1Cn1nnc2ncc(Br)nc21, C=C(OCC)[Sn](CCCC)(CCCC)CCCC, CN(C)C=O. Yields the product C=C(OCC)c1cnc2nnn(Cc3cc4cccnc4cc3F)c2n1. RXN SMILES: [Br:1][c:2]1[cH:3][n:4][c:5]2[c:6]([n:7]1)[n:8]([CH2:11][c:12]1[cH:13][c:14]3[cH:15][cH:16][cH:17][n:18][c:19]3[cH:20][c:21]1[F:22])[n:9][n:10]2.[CH2:23]([Sn:24]([CH2:25][CH2:26][CH2:27][CH3:33])([C:28](=[CH2:29])[O:30][CH2:31][CH3:32])[CH2:34][CH2:35][CH2:36][CH3:37])[CH2:38][CH2:39][CH3:40].[O:41]=[CH:42][N:43]([CH3:44])[CH3:45]>>[c:2]1([C:28](=[CH2:29])[O:30][CH2:31][CH3:32])[cH:3][n:4][c:5]2[c:6]([n:7]1)[n:8]([CH2:11][c:12]1[cH:13][c:14]3[cH:15][cH:16][cH:17][n:18][c:19]3[cH:20][c:21]1[F:22])[n:9][n:10]2. The reactants are C(C)S(=O)(=O)N1CCC(CC1)C1=CNC2=C(C=C(C=C12)C1=CC(=CC=C1)CNCC(CC)C)C(=O)N (3-[1-(ethylsulfonyl)-4-piperidinyl]-5-(3-{[(2-methylbutyl)amino]methyl}phenyl)-1H-indole-7-carboxamide), CC(CN)CC (2-methyl-1-butanamine). Product: C(C)S(=O)(=O)N1CCC(CC1)C1=CNC2=C(C=C(C=C12)C1=CC(=CC=C1)CNC[C@H](CC)C)C(=O)N (3-[1-(ethylsulfonyl)-4-piperidinyl]-5-[3-({[(2S)-2-methylbutyl]amino}methyl)phenyl]-1H-indole-7-carboxamide). Yield: 58.7%. Reaction SMILES: [CH2:1]([S:3]([N:6]1[CH2:11][CH2:10][CH:9]([C:12]2[C:20]3[C:15](=[C:16]([C:34]([NH2:36])=[O:35])[CH:17]=[C:18]([C:21]4[CH:26]=[CH:25][CH:24]=[C:23]([CH2:27][NH:28][CH2:29][CH:30]([CH3:33])[CH2:31][CH3:32])[CH:22]=4)[CH:19]=3)[NH:14][CH:13]=2)[CH2:8][CH2:7]1)(=[O:5])=[O:4])[CH3:2].CC(CC)CN>>[CH2:1]([S:3]([N:6]1[CH2:11][CH2:10][CH:9]([C:12]2[C:20]3[C:15](=[C:16]([C:34]([NH2:36])=[O:35])[CH:17]=[C:18]([C:21]4[CH:26]=[CH:25][CH:24]=[C:23]([CH2:27][NH:28][CH2:29][C@@H:30]([CH3:33])[CH2:31][CH3:32])[CH:22]=4)[CH:19]=3)[NH:14][CH:13]=2)[CH2:8][CH2:7]1)(=[O:5])=[O:4])[CH3:2]. Procedure: The title compound was prepared according to the general procedure of 3-[1-(ethylsulfonyl)-4-piperidinyl]-5-(3-{[(2-methylbutyl)amino]methyl}phenyl)-1H-indole-7-carboxamide, substituting (2S)-2-methyl-1-butanamine (52 mg, 0.6 mmol) for 2-methyl-1-butanamine to afford 30 mg of the title compound (58.7%). As a reaction SMILES: F[C:2]1[CH:10]=[N:9][CH:8]=[CH:7][C:3]=1[C:4]([OH:6])=[O:5].C[Si]([N-][Si](C)(C)C)(C)C.[Li+].[Cl:21][C:22]1[CH:28]=[C:27]([I:29])[CH:26]=[CH:25][C:23]=1[NH2:24]>O1CCCC1>[Cl:21][C:22]1[CH:28]=[C:27]([I:29])[CH:26]=[CH:25][C:23]=1[NH:24][C:2]1[CH:10]=[N:9][CH:8]=[CH:7][C:3]=1[C:4]([OH:6])=[O:5] |f:1.2|. Starting materials: FC1=C(C(=O)O)C=CN=C1 (3-fluoroisonicotinic acid), C[Si](C)(C)[N-][Si](C)(C)C.[Li+] (lithium bis(trimethylsilyl)amide), ClC1=C(N)C=CC(=C1)I (2-chloro-4-iodoaniline), C[Si](C)(C)[N-][Si](C)(C)C.[Li+] (lithium bis(trimethylsilyl)amide). Run in O1CCCC1 (tetrahydrofuran), C1CCOC1 (THF). Reported procedure: To suspension of 3-fluoroisonicotinic acid (2.00 g, 14.17 mmol, in tetrahydrofuran (50 ml) at −78° C. was added lithium bis(trimethylsilyl)amide (14.3 ml, 17.01 mmol). The dark colored suspension was stirred for 15 min. In another flask, to a solution of 2-chloro-4-iodoaniline (4.7 g, 18.43 mmol) in THF (50 ml) was added lithium bis(trimethylsilyl)amide (24.9 ml, 29.77 mmol) at −78° C. under N2. The resulting green colored solution was stirred for 15 min. To this green colored solution the lithi... Yields the product ClC1=C(C=CC(=C1)I)NC1=C(C(=O)O)C=CN=C1 (3-[(2-chloro-4-iodophenyl)amino]isonicotinic acid). Conditions: time 15 minute.